Dataset: the Open Reaction Database (ORD), a public repository of structured organic reaction records. Task: describe an organic reaction: reactants, conditions, products, and yield RXN SMILES: [OH:1][C:2]1[CH:11]=[CH:10][C:9]([O:12][CH3:13])=[CH:8][C:3]=1[C:4]([O:6][CH3:7])=[O:5].[H-].[Na+].[I-].[Na+].Cl[C:19]1[CH:24]=[C:23]([Cl:25])[CH:22]=[CH:21][C:20]=1[N+:26]([O-:28])=[O:27]>CN(C=O)C.[Cu]I.[Cu]>[Cl:25][C:23]1[CH:22]=[CH:21][C:20]([N+:26]([O-:28])=[O:27])=[C:19]([CH:24]=1)[O:1][C:2]1[CH:11]=[CH:10][C:9]([O:12][CH3:13])=[CH:8][C:3]=1[C:4]([O:6][CH3:7])=[O:5] |f:1.2,3.4|. Product: ClC=1C=CC(=C(OC2=C(C(=O)OC)C=C(C=C2)OC)C1)[N+](=O)[O-] (2-(5-chloro-2-nitrophenoxy)-5-methoxybenzoic acid, methyl ester). Reactants: OC1=C(C(=O)OC)C=C(C=C1)OC (2-hydroxy-5-methoxybenzoic acid, methyl ester), suspension, [H-].[Na+] (sodium hydride), ClC1=C(C=CC(=C1)Cl)[N+](=O)[O-] (2,4-dichloronitrobenzene), [I-].[Na+] (sodium iodide). Reaction conditions: temperature 85 celsius, time 16 hour. The solvent is CN(C)C=O (DMF). Procedure details: To a solution of 61.8 g of 2-hydroxy-5-methoxybenzoic acid, methyl ester in 700 ml DMF was added 14.96 g of a 60% suspension of sodium hydride in mineral oil. This was followed by addition of 50.88 g of sodium iodide, 64.64 g of copper(I)iodide, and 2.16 g of finely powdered copper metal. The mixture was heated to 85° C., for 15 minutes, then 71.7 g of 2,4-dichloronitrobenzene was added, and the reaction was stirred at 85° C. for 16 hours. The mixture was filtered, and the filtrate concentrated ... The reagents and catalysts are [Cu]I (copper(I)iodide), [Cu] (copper). The reactants are ice, C1(=CC=CC=C1)C(C1=CC=CC=C1)OC(=O)C1=C(CS[C@H]2N1C([C@H]2NC(\C(=C/CC)\C=2N=C(SC2)NC(=O)OC(C)(C)C)=O)=O)COC(N)=O (7beta-[(Z)-2-(2-t-butoxycarbonylaminothiazol-4-yl)-2-pentenoyl]amino-3-carbamoyloxymethyl-3-cephem-4-carboxylic acid diphenylmethyl ester), C1(=CC=CC=C1)OC (anisole), FC(C(=O)O)(F)F (trifluoroacetic acid). The solvent is ClCCl (dichloromethane). Reaction conditions: time 30 minute. Yields the product C(C)(C)(C)OC(=O)NC=1SC=C(N1)/C(/C(=O)N[C@H]1[C@@H]2N(C(=C(CS2)COC(N)=O)C(=O)O)C1=O)=C/CC (7beta-[(Z)-2-(2-t-butoxycarbonylaminothiazol-4-yl)-2-pentenoyl]amino-3-carbamoyloxymethyl-3-cephem-4-carboxylic acid). Yield: 97.3%. RXN SMILES: C1(C([O:14][C:15]([C:17]2[N:22]3[C:23](=[O:45])[C@@H:24]([NH:25][C:26](=[O:44])/[C:27](/[C:31]4[N:32]=[C:33]([NH:36][C:37]([O:39][C:40]([CH3:43])([CH3:42])[CH3:41])=[O:38])[S:34][CH:35]=4)=[CH:28]\[CH2:29][CH3:30])[C@H:21]3[S:20][CH2:19][C:18]=2[CH2:46][O:47][C:48](=[O:50])[NH2:49])=[O:16])C2C=CC=CC=2)C=CC=CC=1.C1(OC)C=CC=CC=1.FC(F)(F)C(O)=O>ClCCl>[C:40]([O:39][C:37]([NH:36][C:33]1[S:34][CH:35]=[C:31](/[C:27](=[CH:28]/[CH2:29][CH3:30])/[C:26]([NH:25][C@@H:24]2[C:23](=[O:45])[N:22]3[C:17]([C:15]([OH:16])=[O:14])=[C:18]([CH2:46][O:47][C:48](=[O:50])[NH2:49])[CH2:19][S:20][C@H:21]23)=[O:44])[N:32]=1)=[O:38])([CH3:43])([CH3:42])[CH3:41]. Procedure: To an ice cold solution of 7beta-[(Z)-2-(2-t-butoxycarbonylaminothiazol-4-yl)-2-pentenoyl]amino-3-carbamoyloxymethyl-3-cephem-4-carboxylic acid diphenylmethyl ester (855 mg), anisole (3.3 ml), and dichloromethane (8.3 ml) is added trifluoroacetic acid (1.93 ml) with stirring. After reacting at the same temperature for 30 minutes, the mixture is concentrated in vacuum. The residue is washed with petroleum ether and ether to give pale brown 7beta-[(Z)-2-(2-t-butoxycarbonylaminothiazol-4-yl)-2-pent... Starting materials: N12CC(C(CC1)CC2)CC(=O)O (2-(quinuclidin-3-yl)acetic acid), COC=1C=C(C=CC1)C(C)(C)N (2-(3-methoxyphenyl)propan-2-amine). The product is COC=1C=C(C=CC1)C(C)(C)NC(CC1CN2CCC1CC2)=O (N-(2-(3-methoxyphenyl)propan-2-yl)-2-(quinuclidin-3-yl)acetamide). The yield is 39.8%. RXN SMILES: [N:1]12[CH2:8][CH2:7][CH:4]([CH2:5][CH2:6]1)[CH:3]([CH2:9][C:10]([OH:12])=O)[CH2:2]2.[CH3:13][O:14][C:15]1[CH:16]=[C:17]([C:21]([NH2:24])([CH3:23])[CH3:22])[CH:18]=[CH:19][CH:20]=1>>[CH3:13][O:14][C:15]1[CH:16]=[C:17]([C:21]([NH:24][C:10](=[O:12])[CH2:9][CH:3]2[CH:4]3[CH2:5][CH2:6][N:1]([CH2:8][CH2:7]3)[CH2:2]2)([CH3:22])[CH3:23])[CH:18]=[CH:19][CH:20]=1. Procedure details: Using general procedure I, 2-(quinuclidin-3-yl)acetic acid (169 mg, 1.00 mmol) and 2-(3-methoxyphenyl)propan-2-amine (182 mg, 1.10 mmol) gave the title compound as a white solid (126 mg, 40%). 1H NMR (400 MHz, CDCl3) δ 7.39 (s, 1H), 7.20 (t, J=8.0 Hz, 1H), 6.92 (d, J=8.0 Hz, 1H), 6.87 (d, J=2.0 Hz, 1H), 6.71 (dd, J=8.0, 2.0 Hz, 1H), 3.75 (s, 3H), 3.31-3.42 (m, 2H), 3.00-3.19 (m, 4H), 2.47-2.60 (m, 2H), 2.27 (dd, J=14.0, 6.0 Hz, 1H), 1.83-2.06 (m, 4H), 1.64-1.74 (m, 1H), 1.61 (d, J=12.4 Hz, 6H) p...